From a dataset of the Open Reaction Database (ORD), a public repository of structured organic reaction records. describe an organic reaction: reactants, conditions, products, and yield Starting materials: C(C)(=O)N1N=C(C2=C(CC1C)C=CC(=C2)Cl)C2=CC(=C(C=C2)[N+](=O)[O-])C ((±)-3-acetyl-4,5-dihydro-8-chloro-4-methyl-1-(3-methyl4-nitrophenyl)-3H-2,3-benzodiazepine), O.NN (hydrazine hydrate). The reagents and catalysts are [Ni] (Raney nickel). Run in CO (methanol), ClCCl (dichloromethane). Conditions: time 45 minute. Yields the product C(C)(=O)N1N=C(C2=C(CC1C)C=CC(=C2)Cl)C2=CC(=C(C=C2)N)C ((±)-3-Acetyl-1-(4-amino-3-methylphenyl)-4,5-dihydro-8-chloro-4-methyl-3H-2,3-benzodiazepine). Isolated yield 48.9%. RXN SMILES: [C:1]([N:4]1[CH:10]([CH3:11])[CH2:9][C:8]2[CH:12]=[CH:13][C:14]([Cl:16])=[CH:15][C:7]=2[C:6]([C:17]2[CH:22]=[CH:21][C:20]([N+:23]([O-])=O)=[C:19]([CH3:26])[CH:18]=2)=[N:5]1)(=[O:3])[CH3:2].O.NN>CO.ClCCl.[Ni]>[C:1]([N:4]1[CH:10]([CH3:11])[CH2:9][C:8]2[CH:12]=[CH:13][C:14]([Cl:16])=[CH:15][C:7]=2[C:6]([C:17]2[CH:22]=[CH:21][C:20]([NH2:23])=[C:19]([CH3:26])[CH:18]=2)=[N:5]1)(=[O:3])[CH3:2] |f:1.2|. Reported procedure: 3.7 g (10 mmoles) of (±)-3-acetyl-4,5-dihydro-8-chloro-4-methyl-1-(3-methyl4-nitrophenyl)-3H-2,3-benzodiazepine are dissolved in a mixture of 75 cm3 of methanol and 38 cm3 of dichloromethane, then 3.0 g of wet Raney nickel catalyst and, under vigorous stirring, 1.7 cm3 (35 mmoles) of 98% hydrazine hydrate are added. The reaction mixture is stirred for further 45 minutes, the catalyst is filtered, washed with dichloromethane, the filtrate is evaporated, and the residue is rubbed with 50 cm3 of wa...